Dataset: the Open Reaction Database (ORD), a public repository of structured organic reaction records. Task: describe an organic reaction: reactants, conditions, products, and yield Reactants: C(=O)=O (carbon dioxide), C([O-])([O-])=O (carbonate), C([O-])([O-])=O.[Na+].[Na+] (sodium carbonate), C([O-])([O-])=O.[Na+].[Na+] (sodium carbonate), [OH-].[Na+] (sodium hydroxide). The product is O.C([O-])([O-])=O.[Na+].[Na+] (sodium carbonate monohydrate), [OH-].[Na+] (sodium hydroxide). Reaction SMILES: C(=O)([O-])[O-:2].[Na+:5].[Na+].C(=O)=[O:8].[C:10](=[O:13])([O-:12])[O-:11].[OH-].[Na+]>>[OH2:2].[C:10](=[O:11])([O-:13])[O-:12].[Na+:5].[Na+:5].[OH-:8].[Na+:5] |f:0.1.2,5.6,7.8.9.10,11.12|. Procedure: In U.S. Pat. No. 3,628,919 to Beauchamp, there is described a process for crystallizing sodium carbonate (possibly monohydrated) starting from aqueous solutions containing organic materials. It aims more particularly at furnishing a process which avoids the unfavorable action of these organic materials on the sodium carbonate crystals. According to the Beauchamp process, sodium carbonate is crystallized onto seed crystals obtained under good crystallization conditions. The choice of the source o... Starting materials: O=C1CCC(C2=CC=CC=C12)N (1,2,3,4-tetrahydro-4-oxo-1-naphthylamine), C(C)NC([O-])=O (ethylcarbamate). Solvent: C(C)O (ethanol). Yields the product O=C1CCC(C2=CC=CC=C12)NC(=O)N (1,2,3,4-Tetrahydro-4-oxo-1-naphthylurea). RXN SMILES: [O:1]=[C:2]1[C:11]2[C:6](=[CH:7][CH:8]=[CH:9][CH:10]=2)[CH:5]([NH2:12])[CH2:4][CH2:3]1.C([NH:15][C:16](=O)[O-:17])C>C(O)C>[O:1]=[C:2]1[C:11]2[C:6](=[CH:7][CH:8]=[CH:9][CH:10]=2)[CH:5]([NH:12][C:16]([NH2:15])=[O:17])[CH2:4][CH2:3]1. Procedure: Equimolar quantities of 1,2,3,4-tetrahydro-4-oxo-1-naphthylamine and ethylcarbamate are mixed and heated until ethanol is no longer released. The crude product, 1,2,3,4-tetrahydro-4-oxo-1-naphthylurea is washed with water then with cold ethanol and dried. Reactants: BrCC(=O)C1=CC=CC=C1 (2-bromo-1-phenylethanone), CSCCCNC(=S)N (N-[3-(methylthio)propyl]thiourea), CN(C=O)C (N,N-dimethylformamide). Solvent: O (water). Conditions: time 1 hour. The product is CSCCCNC=1SC=C(N1)C1=CC=CC=C1 (N-[3-(methylthio)propyl]-4-phenyl-1,3-thiazole-2-amine). Isolated yield 70.1%. Reaction SMILES: Br[CH2:2][C:3]([C:5]1[CH:10]=[CH:9][CH:8]=[CH:7][CH:6]=1)=O.[CH3:11][S:12][CH2:13][CH2:14][CH2:15][NH:16][C:17]([NH2:19])=[S:18].CN(C)C=O>O>[CH3:11][S:12][CH2:13][CH2:14][CH2:15][NH:16][C:17]1[S:18][CH:2]=[C:3]([C:5]2[CH:10]=[CH:9][CH:8]=[CH:7][CH:6]=2)[N:19]=1. Procedure: A mixture of 2-bromo-1-phenylethanone (1.99 g), N-[3-(methylthio)propyl]thiourea (1.64 g) and N,N-dimethylformamide (5 mL) was stirred at room temperature for 1 hr. The reaction mixture was poured into water and extracted with ethyl acetate. The ethyl acetate layer was dried over anhydrous magnesium sulfate and concentrated to give the title compound (1.85 g, yield 70%) as a yellow oil. The reactants are NC1=C(C=C(C=C1[N+](=O)[O-])C1=C(C=CC=C1)C(F)(F)F)C#CCO (3-(4-Amino-5-nitro-2′-trifluoromethyl-biphenyl-3-yl)-prop-2-yn-1-ol), CCO (EtOH), [Cl-].[NH4+] (Ammonium chloride). Reagents/catalysts: [Fe] (Fe). The solvent is O (water). Reaction conditions: temperature 80 celsius, time 16 hour. Product: NC1=C(C=C(C=C1N)C1=C(C=CC=C1)C(F)(F)F)C=CCO (3-(4,5-Diamino-2′-trifluoromethyl-biphenyl-3-yl)-prop-2-en-1-ol). Yield: 79.0%. As a reaction SMILES: [NH2:1][C:2]1[C:7]([N+:8]([O-])=O)=[CH:6][C:5]([C:11]2[CH:16]=[CH:15][CH:14]=[CH:13][C:12]=2[C:17]([F:20])([F:19])[F:18])=[CH:4][C:3]=1[C:21]#[C:22][CH2:23][OH:24].CCO.[Cl-].[NH4+]>[Fe].O>[NH2:1][C:2]1[C:7]([NH2:8])=[CH:6][C:5]([C:11]2[CH:16]=[CH:15][CH:14]=[CH:13][C:12]=2[C:17]([F:18])([F:19])[F:20])=[CH:4][C:3]=1[CH:21]=[CH:22][CH2:23][OH:24] |f:2.3|. Procedure: 3-(4-Amino-5-nitro-2′-trifluoromethyl-biphenyl-3-yl)-prop-2-yn-1-ol (131 mg, 0.390 mmol, as prepared in Example 10, step A) was placed in an 8 mL vial equipped with a magnetic stir bar, and EtOH (4 mL) was added via syringe followed by water (1 mL). Ammonium chloride (10 eq., 209 mg, 3.90 mmol) and Fe powder (5 eq., 109 mg, 1.95 mmol) were added as solids. The vial was tightly capped, placed in a heated block, and stirred at 80° C. for 16 h. The reaction was cooled to RT, filtered, and the solid...